From a dataset of the Open Reaction Database (ORD), a public repository of structured organic reaction records. describe an organic reaction: reactants, conditions, products, and yield Starting materials: C1(=CC=CC=C1)CO (phenylmethanol), TEA, C1(=CC=CC=C1)P(=O)(C1=CC=CC=C1)N=[N+]=[N-] (diphenylphosphoryl azide), C(N)(=O)C=1C=CC(=C2C=3C=CC(=CC3NC12)C(=O)O)C1=C(C=CC=C1)F (8-carbamoyl-5-(2-fluorophenyl)-9H-carbazole-2-carboxylic acid), O1CCOCC1 (1,4-dioxane). Run at temperature 50 celsius, time 1.5 hour. Product: C(N)(=O)C=1C=CC(=C2C=3C=CC(=CC3NC12)NC(OCC1=CC=CC=C1)=O)C1=C(C=CC=C1)F (benzyl 8-carbamoyl-5-(2-fluorophenyl)-9H-carbazol-2-ylcarbamate). Isolated yield 83.0%. RXN SMILES: [C:1]([C:4]1[CH:5]=[CH:6][C:7]([C:20]2[CH:25]=[CH:24][CH:23]=[CH:22][C:21]=2[F:26])=[C:8]2[C:16]=1[NH:15][C:14]1[CH:13]=[C:12](C(O)=O)[CH:11]=[CH:10][C:9]2=1)(=[O:3])[NH2:2].C1(P([N:41]=[N+]=[N-])(C2C=CC=CC=2)=O)C=CC=CC=1.[C:44]1([CH2:50][OH:51])[CH:49]=[CH:48][CH:47]=[CH:46][CH:45]=1.[O:52]1[CH2:57]COCC1>>[C:1]([C:4]1[CH:5]=[CH:6][C:7]([C:20]2[CH:25]=[CH:24][CH:23]=[CH:22][C:21]=2[F:26])=[C:8]2[C:16]=1[NH:15][C:14]1[CH:13]=[C:12]([NH:41][C:57](=[O:52])[O:51][CH2:50][C:44]3[CH:49]=[CH:48][CH:47]=[CH:46][CH:45]=3)[CH:11]=[CH:10][C:9]2=1)(=[O:3])[NH2:2]. Procedure: A suspension of 8-carbamoyl-5-(2-fluorophenyl)-9H-carbazole-2-carboxylic acid (Example 23-2, 320 mg, 0.919 mmol) and 4 Å molecular sieves (60 mg) in 1,4-dioxane (15 mL) at 50° C. was treated with TEA (0.316 mL, 2.269 mmol) and diphenylphosphoryl azide (0.491 mL, 2.269 mmol). The mixture was stirred at 50° C. for 1.5 h, followed by addition of phenylmethanol (0.951 mL, 9.19 mmol). The mixture was then stirred at 80° C. for 18 h. The cooled mixture was partitioned between EtOAc and NaHCO3 (aq). Th... The product is O[C@@H]([C@H]1CC[C@H](N1)CC1=CC=C(C(=O)NCC2=NC(=NN2)C2=CC=CC=C2)C=C1)C1=CC=CC=C1 (4-({(2S,5R)-5-[(R)-hydroxy(phenyl)methyl]pyrolidin-2-yl}methyl)-N-[(3-phenyl-1H-1,2,4-triazol-5-yl)methyl]benzamide). Reaction conditions: time 4 hour. Run in CN(C=O)C (N,N-dimethylformamide). Procedure details: A mixture of 4-({(2S,5R)-1-(tert-butoxycarbonyl)-5-[(R)-hydroxy(phenyl)methyl]pyrrolidin-2-yl}methyl)benzoic acid (i-1, 0.020 g, 0.049 mmol) in N,N-dimethylformamide (0.5 ml) was added to 1-(3-phenyl-1H-1,2,4-triazol-5-yl)methanamine (0.018 g, 0.073 mmol) followed by 1-hydroxybenzotriazole (0.0099 g, 0.073 mmol), N-(3-dimethylaminopropyl)-N′-ethylcarbodiimide (EDC) hydrochloride (0.014 g, 0.073 mmol) and N,N-diisopropylethylamine (0.042 ml, 0.24 mmol). The reaction mixture was stirred at ambient... Reactants: CN(CCCN=C=NCC)C (N-(3-dimethylaminopropyl)-N′-ethylcarbodiimide), C(C)(C)(C)OC(=O)N1[C@@H](CC[C@@H]1[C@@H](C1=CC=CC=C1)O)CC1=CC=C(C(=O)O)C=C1 (4-({(2S,5R)-1-(tert-butoxycarbonyl)-5-[(R)-hydroxy(phenyl)methyl]pyrrolidin-2-yl}methyl)benzoic acid), C1(=CC=CC=C1)C1=NNC(=N1)CN (1-(3-phenyl-1H-1,2,4-triazol-5-yl)methanamine), ON1N=NC2=C1C=CC=C2 (1-hydroxybenzotriazole), C(C)(C)N(C(C)C)CC (N,N-diisopropylethylamine). As a reaction SMILES: C(OC([N:8]1[C@@H:12]([C@H:13]([OH:20])[C:14]2[CH:19]=[CH:18][CH:17]=[CH:16][CH:15]=2)[CH2:11][CH2:10][C@H:9]1[CH2:21][C:22]1[CH:30]=[CH:29][C:25]([C:26](O)=[O:27])=[CH:24][CH:23]=1)=O)(C)(C)C.[C:31]1([C:37]2[N:41]=[C:40]([CH2:42][NH2:43])[NH:39][N:38]=2)[CH:36]=[CH:35][CH:34]=[CH:33][CH:32]=1.ON1C2C=CC=CC=2N=N1.CN(C)CCCN=C=NCC.C(N(CC)C(C)C)(C)C>CN(C)C=O>[OH:20][C@H:13]([C:14]1[CH:15]=[CH:16][CH:17]=[CH:18][CH:19]=1)[C@@H:12]1[NH:8][C@H:9]([CH2:21][C:22]2[CH:30]=[CH:29][C:25]([C:26]([NH:43][CH2:42][C:40]3[NH:39][N:38]=[C:37]([C:31]4[CH:32]=[CH:33][CH:34]=[CH:35][CH:36]=4)[N:41]=3)=[O:27])=[CH:24][CH:23]=2)[CH2:10][CH2:11]1. Starting materials: CN(C(C)=O)CCN(C=1SC2=C(N1)C=CC(=C2)[N+](=O)[O-])C (N-methyl-N-{2-[methyl-(6-nitro-benzothiazol-2-yl)-amino]-ethyl}-acetamide). Reagents/catalysts: [Pd] (Pd/C). The solvent is C(C)O (ethanol), C1CCOC1 (THF). Yields the product NC1=CC2=C(N=C(S2)N(CCN(C(C)=O)C)C)C=C1 (N-{2-[(6-Amino-benzothiazol-2-yl)-methyl-amino]-ethyl}-N-methyl-acetamide). The yield is 77.2%. RXN SMILES: [CH3:1][N:2]([CH2:6][CH2:7][N:8]([CH3:21])[C:9]1[S:10][C:11]2[CH:17]=[C:16]([N+:18]([O-])=O)[CH:15]=[CH:14][C:12]=2[N:13]=1)[C:3](=[O:5])[CH3:4]>C(O)C.C1COCC1.[Pd]>[NH2:18][C:16]1[CH:15]=[CH:14][C:12]2[N:13]=[C:9]([N:8]([CH3:21])[CH2:7][CH2:6][N:2]([CH3:1])[C:3](=[O:5])[CH3:4])[S:10][C:11]=2[CH:17]=1. Procedure details: Shake a mixture of N-methyl-N-{2-[methyl-(6-nitro-benzothiazol-2-yl)-amino]-ethyl}-acetamide (0.30 g, mmol) and Pd/C (5%, 0.1515 g) in absolute ethanol (50 mL) and anhydrous THF (20 mL) under 60 psi H2(g) at room temperature for 18 h. Filter the mixture and concentrate in vacuo. Residue re-subjected to hydrogenation using Pd/C (0.2101 g) in absolute ethanol (50 mL) and THF (10 mL) to yield the desired product (0.209 g). Adsorb onto silica gel and subject to silica gel flash column chromatography...